From a dataset of the Open Reaction Database (ORD), a public repository of structured organic reaction records. describe an organic reaction: reactants, conditions, products, and yield Starting materials: BrC1=CC2=C(N(C(N2)=O)CCN(C)C)C=C1 (5-bromo-1,3-dihydro-1-(2-dimethylaminoethyl)-2H-benzimidazol-2-one), Cl (hydrogen chloride). Solvent: C(C)O (ethanol), C(C)OCC (diethyl ether), O1CCOCC1 (dioxane). The product is Cl.BrC1=CC2=C(N(C(N2)=O)CCN(C)C)C=C1 (5-bromo-1,3-dihydro-1-(2-dimethylaminoethyl)-2H-benzimidazol-2-one hydrochloride). Reaction SMILES: [Br:1][C:2]1[CH:16]=[CH:15][C:5]2[N:6]([CH2:10][CH2:11][N:12]([CH3:14])[CH3:13])[C:7](=[O:9])[NH:8][C:4]=2[CH:3]=1.[ClH:17]>C(O)C.C(OCC)C.O1CCOCC1>[ClH:17].[Br:1][C:2]1[CH:16]=[CH:15][C:5]2[N:6]([CH2:10][CH2:11][N:12]([CH3:13])[CH3:14])[C:7](=[O:9])[NH:8][C:4]=2[CH:3]=1 |f:5.6|. Reported procedure: To a solution of 5-bromo-1,3-dihydro-1-(2-dimethylaminoethyl)-2H-benzimidazol-2-one (510 mg) in ethanol (5 ml) and diethyl ether (50 ml) was added 4N hydrogen chloride in dioxane dropwise with stirring. The separated crystals were collected by suction and dried to give 490 mg of 5-bromo-1,3-dihydro-1-(2-dimethylaminoethyl)-2H-benzimidazol-2-one hydrochloride. Reactants: FC1=CC=C(C2=CC=CC=C12)C1=NC(=NC(=C1)C(C)C)S(=O)(=O)C (4-(4-fluoronaphth-1-yl)-6-isopropyl-2-methanesulfonylpyrimidine), C(C)N (ethylamine). Solvent: C(C)O (ethanol). Run at time 6 hour. The product is C(C)NC1=NC(=CC(=N1)C1=CC=C(C2=CC=CC=C12)F)C(C)C (2-ethylamino-4-(4-fluoronaphth-1-yl)-6-isopropylpyrimidine). Yield: 49.0%. Reaction SMILES: [F:1][C:2]1[C:11]2[C:6](=[CH:7][CH:8]=[CH:9][CH:10]=2)[C:5]([C:12]2[CH:17]=[C:16]([CH:18]([CH3:20])[CH3:19])[N:15]=[C:14](S(C)(=O)=O)[N:13]=2)=[CH:4][CH:3]=1.[CH2:25]([NH2:27])[CH3:26]>C(O)C>[CH2:25]([NH:27][C:14]1[N:13]=[C:12]([C:5]2[C:6]3[C:11](=[CH:10][CH:9]=[CH:8][CH:7]=3)[C:2]([F:1])=[CH:3][CH:4]=2)[CH:17]=[C:16]([CH:18]([CH3:20])[CH3:19])[N:15]=1)[CH3:26]. Procedure: 4-(4-fluoronaphth-1-yl)-6-isopropyl-2-methanesulfonylpyrimidine (0.100 g, 0.29 mmol) was added to a solution of ethylamine (0.33 mL, 5.8 mmol) in ethanol (1 mL). The reaction vessel was placed in a sonication bath for 6 hours at a bath temperature of 45° C. The ethanol was removed in vacuo leaving a viscous oil. The oil was crystallized from ethanol and water to give 2-ethylamino-4-(4-fluoronaphth-1-yl)-6-isopropylpyrimidine (49%), m.p. 77-78° C.